Dataset: the Open Reaction Database (ORD), a public repository of structured organic reaction records. Task: describe an organic reaction: reactants, conditions, products, and yield Procedure: 3-(5-Fluoro-2-nitro-phenyl)-2-(tetrahydro-pyran-4-ylmethyl)-acrylonitrile (1.2 g, 4.07 mmol) and 3-[1,3]dioxan-2-yl-benzenethiol (0.8 g, 4.07 mmol) were added to a mixture of Cs2CO3 (2.78 g, 8.56 mmol) in DMF (100 mL). The resulting mixture was stirred at room temperature overnight, then diluted with ethyl acetate and washed with H2O. The organic phase was separated, dried with MgSO4, and filtered. The solvent was removed to yield an oil, which was purified by silica column chromatography (40% E... The reactants are FC=1C=CC(=C(C1)C=C(C#N)CC1CCOCC1)[N+](=O)[O-] (3-(5-Fluoro-2-nitro-phenyl)-2-(tetrahydro-pyran-4-ylmethyl)-acrylonitrile), O1C(OCCC1)C=1C=C(C=CC1)S (3-[1,3]dioxan-2-yl-benzenethiol), C(=O)([O-])[O-].[Cs+].[Cs+] (Cs2CO3). The solvent is CN(C)C=O (DMF), C(C)(=O)OCC (ethyl acetate). RXN SMILES: F[C:2]1[CH:3]=[CH:4][C:5]([N+:19]([O-:21])=[O:20])=[C:6]([CH:8]=[C:9]([CH2:12][CH:13]2[CH2:18][CH2:17][O:16][CH2:15][CH2:14]2)[C:10]#[N:11])[CH:7]=1.[O:22]1[CH2:27][CH2:26][CH2:25][O:24][CH:23]1[C:28]1[CH:29]=[C:30]([SH:34])[CH:31]=[CH:32][CH:33]=1.C([O-])([O-])=O.[Cs+].[Cs+]>CN(C=O)C.C(OCC)(=O)C>[O:22]1[CH2:27][CH2:26][CH2:25][O:24][CH:23]1[C:28]1[CH:29]=[C:30]([S:34][C:2]2[CH:3]=[CH:4][C:5]([N+:19]([O-:21])=[O:20])=[C:6]([CH:8]=[C:9]([CH2:12][CH:13]3[CH2:18][CH2:17][O:16][CH2:15][CH2:14]3)[C:10]#[N:11])[CH:7]=2)[CH:31]=[CH:32][CH:33]=1 |f:2.3.4|. Conditions: time 8 hour. The product is O1C(OCCC1)C=1C=C(C=CC1)SC=1C=CC(=C(C1)C=C(C#N)CC1CCOCC1)[N+](=O)[O-] (3-[5-(3-[1,3]-Dioxan-2-yl-phenylsulfanyl)-2-nitro-phenyl]-2-(tetrahydro-Pyran-4-ylmethyl)-acrylonitrile). Reactants: [H-].[Na+] (sodium hydride), C(C)OC(=O)C=1NC2=CC=CC=C2C1 (1H-Indole-2-carboxylic acid ethyl ester), ClC1=CC=C(C=C1)CCOS(=O)(=O)C1=CC=C(C=C1)C (toluene-4-sulfonic acid 2-(4-chloro-phenyl)-ethyl ester). Run in CN(C)C=O (DMF), CN(C)C=O (DMF). Reaction conditions: time 30 minute. Product: C(C)OC(=O)C=1N(C2=CC=CC=C2C1)CCC1=CC=C(C=C1)Cl (1-[2-(4-Chloro-phenyl)-ethyl]-1H-indole-2-carboxylic acid ethyl ester). As a reaction SMILES: [CH2:1]([O:3][C:4]([C:6]1[NH:7][C:8]2[C:13]([CH:14]=1)=[CH:12][CH:11]=[CH:10][CH:9]=2)=[O:5])[CH3:2].[H-].[Na+].[Cl:17][C:18]1[CH:23]=[CH:22][C:21]([CH2:24][CH2:25]OS(C2C=CC(C)=CC=2)(=O)=O)=[CH:20][CH:19]=1>CN(C=O)C>[CH2:1]([O:3][C:4]([C:6]1[N:7]([CH2:25][CH2:24][C:21]2[CH:22]=[CH:23][C:18]([Cl:17])=[CH:19][CH:20]=2)[C:8]2[C:13]([CH:14]=1)=[CH:12][CH:11]=[CH:10][CH:9]=2)=[O:5])[CH3:2] |f:1.2|. Procedure details: 0.5 g (2.6 mmol) of 1H-Indole-2-carboxylic acid ethyl ester was dissolved in DMF and 116 mg (2.9 mmol) of sodium hydride (60% dispersion in mineral oil) was added. The solution was stirred for 30 min at room temperature, then cooled to −78° C. A solution of 0.82 g (2.6 mmol) of toluene-4-sulfonic acid 2-(4-chloro-phenyl)-ethyl ester in DMF was added to this cooled solution. The solution was warmed to RT and was stirred for 16 h. The solvent was removed under reduced pressure, the residue was tak... Starting materials: C=C(OCC)[Sn](CCCC)(CCCC)CCCC, Cc1ccccc1, O=C(Nc1ccccc1)c1cn2cc(I)ccc2n1, c1ccc(P(c2ccccc2)(c2ccccc2)[Pd](P(c2ccccc2)(c2ccccc2)c2ccccc2)(P(c2ccccc2)(c2ccccc2)c2ccccc2)P(c2ccccc2)(c2ccccc2)c2ccccc2)cc1. The product is C=C(OCC)c1ccc2nc(C(=O)Nc3ccccc3)cn2c1. RXN SMILES: [CH2:20]([Sn:21]([CH2:22][CH2:23][CH2:24][CH3:30])([C:25](=[CH2:26])[O:27][CH2:28][CH3:29])[CH2:31][CH2:32][CH2:33][CH3:34])[CH2:35][CH2:36][CH3:37].[CH3:38][c:39]1[cH:40][cH:41][cH:42][cH:43][cH:44]1.[I:1][c:2]1[cH:3][cH:4][c:5]2[n:6]([cH:7]1)[cH:8][c:9]([C:11](=[O:12])[NH:13][c:14]1[cH:15][cH:16][cH:17][cH:18][cH:19]1)[n:10]2.[cH:45]1[cH:46][cH:47][c:48]([P:49]([Pd:50]([P:51]([c:52]2[cH:53][cH:54][cH:55][cH:56][cH:57]2)([c:58]2[cH:59][cH:60][cH:61][cH:62][cH:63]2)[c:64]2[cH:65][cH:66][cH:67][cH:68][cH:69]2)([P:70]([c:71]2[cH:72][cH:73][cH:74][cH:75][cH:76]2)([c:77]2[cH:78][cH:79][cH:80][cH:81][cH:82]2)[c:83]2[cH:84][cH:85][cH:86][cH:87][cH:88]2)[P:89]([c:90]2[cH:91][cH:92][cH:93][cH:94][cH:95]2)([c:96]2[cH:97][cH:98][cH:99][cH:100][cH:101]2)[c:102]2[cH:103][cH:104][cH:105][cH:106][cH:107]2)([c:108]2[cH:109][cH:110][cH:111][cH:112][cH:113]2)[c:114]2[cH:115][cH:116][cH:117][cH:118][cH:119]2)[cH:120][cH:121]1>>[c:2]1([C:25](=[CH2:26])[O:27][CH2:28][CH3:29])[cH:3][cH:4][c:5]2[n:6]([cH:7]1)[cH:8][c:9]([C:11](=[O:12])[NH:13][c:14]1[cH:15][cH:16][cH:17][cH:18][cH:19]1)[n:10]2. The reactants are CC(=O)O[BH-](OC(C)=O)OC(C)=O, COc1nccnc1C=O, Cc1ccsc1C=CC1CCNCC1, [Na+], [Na+], C1CCOC1, [OH-]. Yields the product COc1nccnc1CN1CCC(C=Cc2sccc2C)CC1. Reaction SMILES: [C:25]([O:26][BH-:27]([O:28][C:29](=[O:30])[CH3:31])[O:32][C:33](=[O:34])[CH3:35])(=[O:36])[CH3:37].[CH3:15][O:16][c:17]1[c:18]([CH:23]=[O:24])[n:19][cH:20][cH:21][n:22]1.[CH3:1][c:2]1[c:3]([CH:7]=[CH:8][CH:9]2[CH2:10][CH2:11][NH:12][CH2:13][CH2:14]2)[s:4][cH:5][cH:6]1.[Na+:38].[Na+:40].[O:41]1[CH2:42][CH2:43][CH2:44][CH2:45]1.[OH-:39]>>[CH3:1][c:2]1[c:3]([CH:7]=[CH:8][CH:9]2[CH2:10][CH2:11][N:12]([CH2:23][c:18]3[c:17]([O:16][CH3:15])[n:22][cH:21][cH:20][n:19]3)[CH2:13][CH2:14]2)[s:4][cH:5][cH:6]1. The reactants are [H-].[Na+] (Sodium hydride), Br.BrCC=1C=NC=CC1 (3-(bromomethyl)pyridine hydrobromide), COC(C1=CC(=CC=C1)SC1=C(NC2=CC(=CC=C12)Cl)C)=O (3-(6-chloro-2-methyl-1H-indol-3-ylsulfanyl)-benzoic acid methyl ester). Run in CN(C)C=O.C1CCOC1 (DMF THF). Reaction conditions: temperature 0 celsius, time 10 minute. The product is ClC1=CC=C2C(=C(N(C2=C1)CC=1C=NC=CC1)C)SC=1C=C(C(=O)O)C=CC1 (3-(6-Chloro-2-methyl-1-pyridin-3-ylmethyl-1H-indol-3-ylsulfanyl)-benzoic acid). Reaction SMILES: C[O:2][C:3](=[O:22])[C:4]1[CH:9]=[CH:8][CH:7]=[C:6]([S:10][C:11]2[C:19]3[C:14](=[CH:15][C:16]([Cl:20])=[CH:17][CH:18]=3)[NH:13][C:12]=2[CH3:21])[CH:5]=1.[H-].[Na+].Br.Br[CH2:27][C:28]1[CH:29]=[N:30][CH:31]=[CH:32][CH:33]=1>CN(C=O)C.C1COCC1>[Cl:20][C:16]1[CH:15]=[C:14]2[C:19]([C:11]([S:10][C:6]3[CH:5]=[C:4]([CH:9]=[CH:8][CH:7]=3)[C:3]([OH:2])=[O:22])=[C:12]([CH3:21])[N:13]2[CH2:27][C:28]2[CH:29]=[N:30][CH:31]=[CH:32][CH:33]=2)=[CH:18][CH:17]=1 |f:1.2,3.4,5.6|. Procedure details: The recovered crude material, along with an additional portion of the starting material, 3-(6-chloro-2-methyl-1H-indol-3-ylsulfanyl)-benzoic acid methyl ester (0.075 g, 0.23 mmol), were dissolved in DMF:THF (1:1, 4 mL) and the reaction was cooled to 0° C. Sodium hydride (60% dispersion in mineral oil, 0.95 mmol) was added and after five minutes 3-(bromomethyl)pyridine hydrobromide (0.57 mmol) was added and the ice bath was removed. After 10 minutes, LCMS of the reaction mixture indicated that th... Product: CNC(=O)c1cccc(S)c1. RXN SMILES: [CH2:18]([O:19][C:20]([Cl:21])=[O:22])[CH:23]([CH3:24])[CH3:25].[CH2:28]1[O:29][CH2:30][CH2:31][CH2:32]1.[CH3:11][N:12]1[CH2:13][CH2:14][O:15][CH2:16][CH2:17]1.[CH3:26][NH2:27].[CH3:33][O-:34].[CH3:36][O:37][CH2:38][CH2:39][O:40][CH3:41].[CH3:42][OH:43].[Na+:35].[SH:1][c:2]1[cH:3][c:4]([C:5](=[O:6])[OH:7])[cH:8][cH:9][cH:10]1>>[SH:1][c:2]1[cH:3][c:4]([C:5](=[O:6])[NH:12][CH3:11])[cH:8][cH:9][cH:10]1. The reactants are CC(C)COC(=O)Cl, C1CCOC1, CN1CCOCC1, CN, C[O-], COCCOC, CO, [Na+], O=C(O)c1cccc(S)c1. The product is CC1=CC=C(C=C1)S(=O)(=O)N[C@@H](C(=O)O)CC=1N=NN(C1)[C@@H]1CCCC2=CC(=CC=C12)CN1CCCCC1 ((R)-2-(4-methylbenzenesulfonamido)-3-(1-((R)-6-(piperidin-1-ylmethyl)-1,2,3,4-tetrahydronaphthalen-1-yl)-1H-1,2,3-triazol-4-yl)propanoic acid). Conditions: time 2 hour. The reactants are C(=O)C=1C=C2CCCC(C2=CC1)N1N=NC(=C1)C[C@H](C(=O)O)NS(=O)(=O)C1=CC=C(C=C1)C ((2R)-3-(1-(6-Formyl-1,2,3,4-tetrahydronaphthalen-1-yl)-1H-1,2,3-triazol-4-yl)-2-(4-methylphenylsulfonamido)-propanoic acid), CC(=O)O (HOAc), N1CCCCC1 (piperidine), CC(=O)O (HOAc). Procedure details: (2R)-3-(1-(6-Formyl-1,2,3,4-tetrahydronaphthalen-1-yl)-1H-1,2,3-triazol-4-yl)-2-(4-methylphenylsulfonamido)-propanoic acid (85.8 μM, 1 eq) piperidine (3 eq) and HOAc (3 eq) were heated to 40° C. for 3 d. Additional portions of piperidine (3 eq) and HOAc (3 eq) were then added. After 2 h, MP-BH4 was added and the reaction mixture was allowed to stir for 3 days. The reaction mixture was concentrated and was purified using reverse phase conditions C18 (0-100% acetonitrile/water) to afford the title... RXN SMILES: [CH:1]([C:3]1[CH:4]=[C:5]2[C:10](=[CH:11][CH:12]=1)[CH:9]([N:13]1[CH:17]=[C:16]([CH2:18][C@@H:19]([NH:23][S:24]([C:27]3[CH:32]=[CH:31][C:30]([CH3:33])=[CH:29][CH:28]=3)(=[O:26])=[O:25])[C:20]([OH:22])=[O:21])[N:15]=[N:14]1)[CH2:8][CH2:7][CH2:6]2)=O.CC(O)=O.[NH:38]1[CH2:43][CH2:42][CH2:41][CH2:40][CH2:39]1>>[CH3:33][C:30]1[CH:29]=[CH:28][C:27]([S:24]([NH:23][C@H:19]([CH2:18][C:16]2[N:15]=[N:14][N:13]([C@H:9]3[C:10]4[C:5](=[CH:4][C:3]([CH2:1][N:38]5[CH2:43][CH2:42][CH2:41][CH2:40][CH2:39]5)=[CH:12][CH:11]=4)[CH2:6][CH2:7][CH2:8]3)[CH:17]=2)[C:20]([OH:22])=[O:21])(=[O:25])=[O:26])=[CH:32][CH:31]=1. The reactants are ClC1=CC(=C(N=N1)C(=O)N)NC1=NC(=CC=C1)C1CC1 (6-chloro-4-(6-cyclopropylpyridin-2-ylamino) pyridazine-3-carboxamide), N[C@H]1[C@H](CCCC1)NC(OC(C)(C)C)=O (tert-butyl (1S,2R)-2-aminocyclohexylcarbamate), N#N (N2). Reagents/catalysts: CN(C)C=1C=CN=CC1 (DMAP). The solvent is CN1C(CCC1)=O (N-methyl-2-pyrrolidinone). Conditions: temperature 150 celsius. The product is C(N)(=O)C1=C(C=C(N=N1)N[C@H]1[C@H](CCCC1)NC(OC(C)(C)C)=O)NC1=NC(=CC=C1)C1CC1 (tert-butyl (1S,2R)-2-(6-carbamoyl-5-(6-cyclopropylpyridin-2-ylamino)pyridazin-3 ylamino)cyclohexylcarbamate). As a reaction SMILES: Cl[C:2]1[N:7]=[N:6][C:5]([C:8]([NH2:10])=[O:9])=[C:4]([NH:11][C:12]2[CH:17]=[CH:16][CH:15]=[C:14]([CH:18]3[CH2:20][CH2:19]3)[N:13]=2)[CH:3]=1.[NH2:21][C@@H:22]1[CH2:27][CH2:26][CH2:25][CH2:24][C@@H:23]1[NH:28][C:29](=[O:35])[O:30][C:31]([CH3:34])([CH3:33])[CH3:32].N#N>CN1CCCC1=O.CN(C1C=CN=CC=1)C>[C:8]([C:5]1[N:6]=[N:7][C:2]([NH:21][C@@H:22]2[CH2:27][CH2:26][CH2:25][CH2:24][C@@H:23]2[NH:28][C:29](=[O:35])[O:30][C:31]([CH3:33])([CH3:32])[CH3:34])=[CH:3][C:4]=1[NH:11][C:12]1[CH:17]=[CH:16][CH:15]=[C:14]([CH:18]2[CH2:20][CH2:19]2)[N:13]=1)(=[O:9])[NH2:10]. Procedure: To a stirred solution of 6-chloro-4-(6-cyclopropylpyridin-2-ylamino) pyridazine-3-carboxamide (104 mg, 359 mmol) in N-methyl-2-pyrrolidinone (5 mL) was added DMAP (47 mg, 377 μmol) and tert-butyl (1S,2R)-2-aminocyclohexylcarbamate (154 mg, 718 μmol). The mixture was heated to 150° C. for 1.5 days, then a stream of N2 was blown into the flask while heating at 140° C. to evaporate the volatile solvents. The residue obtained was then purified by chromatography (silica, 50 μm, 60 g, Analogix, 97:2.7...